From a dataset of the Open Reaction Database (ORD), a public repository of structured organic reaction records. describe an organic reaction: reactants, conditions, products, and yield The reactants are FC1=CC=C(C=C1)N1C(C2=CC=CC=C2C(=C1C(=O)Cl)C(C)C)=O (2-(4-fluorophenyl)-4-isopropyl-1-oxo-1,2-dihydroisoquinoline-3-carbonyl chloride), [BH4-].[Li+] (lithium borohydride), O (water), C(C)OCC (diethyl ether), O (water). The solvent is O1CCCC1 (tetrahydrofuran), O1CCCC1 (tetrahydrofuran). Conditions: time 18 hour. Product: FC1=CC=C(C=C1)N1C(C2=CC=CC=C2C(=C1CO)C(C)C)=O (2-(4-fluorophenyl)-3-hydroxymethyl-4-isopropyl-1-oxo-1,2-dihydroisoquinoline). Isolated yield 72.0%. As a reaction SMILES: [F:1][C:2]1[CH:7]=[CH:6][C:5]([N:8]2[C:17]([C:18](Cl)=[O:19])=[C:16]([CH:21]([CH3:23])[CH3:22])[C:15]3[C:10](=[CH:11][CH:12]=[CH:13][CH:14]=3)[C:9]2=[O:24])=[CH:4][CH:3]=1.[BH4-].[Li+].O.C(OCC)C>O1CCCC1>[F:1][C:2]1[CH:7]=[CH:6][C:5]([N:8]2[C:17]([CH2:18][OH:19])=[C:16]([CH:21]([CH3:22])[CH3:23])[C:15]3[C:10](=[CH:11][CH:12]=[CH:13][CH:14]=3)[C:9]2=[O:24])=[CH:4][CH:3]=1 |f:1.2|. Procedure details: A stirred solution of crude 2-(4-fluorophenyl)-4-isopropyl-1-oxo-1,2-dihydroisoquinoline-3-carbonyl chloride (21 g) in dry tetrahydrofuran (300 ml) was treated dropwise with a solution of lithium borohydride in tetrahydrofuran (26 ml; 2.0M) and the mixture stirred at room temperature for 18 hours. The reaction mixture was then treated dropwise with water (50 ml), diethyl ether (500 ml) and more water (200 ml) and the organic layer was separated, washed with water (200 ml) and brine (200 ml), dri...